This data is from the Open Reaction Database (ORD), a public repository of structured organic reaction records. The task is: describe an organic reaction: reactants, conditions, products, and yield Starting materials: C1(=CC=C(C=C1)S(=O)(=O)OC(C)C=1N=C(NC1[N+](=O)[O-])C(N)=S)C (1-p-toluenesulphonyloxyethyl-2-thiocarbamyl-5-nitroimidazole), ClCC(=O)CCl (1,3-dichloroacetone), O1CCOCC1 (dioxan), O (water). Reaction conditions: temperature 130 celsius. The product is CN1C(=NC=C1[N+](=O)[O-])C=1SC=C(N1)CCl (2-(1-methyl-5-nitroimidazol-2-yl)-4-chloromethylthiazole), C1(=CC=C(C=C1)S(=O)(=O)OC(C)C=1N=C(NC1[N+](=O)[O-])C=1SC=C(N1)CCl)C (2-(1-p-toluenesulphonyloxyethyl-5-nitroimidazol-2-yl)-4-chloromethylthiazole). Reaction SMILES: [C:1]1([CH3:24])[CH:6]=[CH:5][C:4]([S:7]([O:10][CH:11]([C:13]2[N:14]=[C:15]([C:21](=[S:23])[NH2:22])[NH:16][C:17]=2[N+:18]([O-:20])=[O:19])[CH3:12])(=[O:9])=[O:8])=[CH:3][CH:2]=1.[Cl:25][CH2:26][C:27]([CH2:29]Cl)=O.O.O1CCOC[CH2:33]1>>[CH3:33][N:16]1[C:17]([N+:18]([O-:20])=[O:19])=[CH:13][N:14]=[C:15]1[C:21]1[S:23][CH:29]=[C:27]([CH2:26][Cl:25])[N:22]=1.[C:1]1([CH3:24])[CH:2]=[CH:3][C:4]([S:7]([O:10][CH:11]([C:13]2[N:14]=[C:15]([C:21]3[S:23][CH:29]=[C:27]([CH2:26][Cl:25])[N:22]=3)[NH:16][C:17]=2[N+:18]([O-:20])=[O:19])[CH3:12])(=[O:8])=[O:9])=[CH:5][CH:6]=1. Reported procedure: The 2-thiocarbamyl compounds from Example 1 (0.27 mole) and 1,3-dichloroacetone (0.55 mole) in dioxan (55 ml.) were stirred and heated at 130° C. for 2 hours. The mixture was poured into water, the resultant precipitate washed with hot water and dried to yield 2-(1-methyl-5-nitroimidazol-2-yl)-4-chloromethylthiazole m.p. 160°-2° C. and 2-(1-p-toluenesulphonyloxyethyl-5-nitroimidazol-2-yl)-4-chloromethylthiazole respectively. The 1-p-toluenesulphonyloxy compound, on treatment as described at the ... Reactants: C(#N)C=1SC2=C(N1)C=CC(=C2C#N)/N=C/N(C)C ((E)-N′-(2,7-dicyanobenzo[d]thiazol-6-yl)-N,N-dimethylformimidamide), O1CCOC2=C1C=CC(=C2)N (1,4-benzodioxan-6-amine), [K+].[Br-] (KBr). The solvent is C(Cl)Cl.CCOC(=O)C (DCM EtOAc). Yields the product O1C2=C(OCC1)C=C(C=C2)NC2=NC=NC1=CC=C3C(=C21)SC(=N3)C#N (9-(2,3-Dihydrobenzo[b][1,4]dioxin-6-ylamino)thiazolo[5,4-f]quinazoline-2-carbonitrile). The yield is 33.0%. As a reaction SMILES: [C:1]([C:3]1[S:4][C:5]2[C:11]([C:12]#[N:13])=[C:10](/[N:14]=[CH:15]/[N:16](C)C)[CH:9]=[CH:8][C:6]=2[N:7]=1)#[N:2].[O:19]1[C:24]2[CH:25]=[CH:26][C:27](N)=[CH:28][C:23]=2[O:22][CH2:21][CH2:20]1.[K+].[Br-]>C(Cl)Cl.CCOC(C)=O>[O:19]1[CH2:20][CH2:21][O:22][C:23]2[CH:28]=[C:27]([NH:13][C:12]3[C:11]4[C:10](=[CH:9][CH:8]=[C:6]5[N:7]=[C:3]([C:1]#[N:2])[S:4][C:5]5=4)[N:14]=[CH:15][N:16]=3)[CH:26]=[CH:25][C:24]1=2 |f:2.3,4.5|. Procedure details: Prepared from VII and 1,4-benzodioxan-6-amine. Flash chromatography eluent (DCM-EtOAc, 8:2). Yield: 33%; yellow solid; mp 180-190° C.; IR (KBr) νmax/cm−1 3055, 2978, 2932, 2875, 2230, 1709, 1638, 1609, 1578, 1496, 1460, 1376, 1299, 1281, 1239, 1200, 1151, 1063, 916, 885, 814; 1H NMR (300 MHz, DMSO-d6) δ 8.37 (d, 1H, J=8.4 Hz), 7.85 (m, 1H), 7.76 (m, 1H), 6.88 (d, 1H, J=8.4 Hz), 6.56 (m, 2H), 4.25 (s, 4H); HRMS calcd for C18H12N5O2S (M+H+): 362.0712, found 362.0696. The reactants are BrC1=CC=C(CBr)C=C1 (4-bromobenzylbromide), C([O-])([O-])=O.[K+].[K+] (potassium carbonate), O=C1C(=CNC=2CCCC(C12)=O)C(=O)OCC (Ethyl 4,5-dioxo-1,4,5,6,7,8-hexahydroquinoline-3-carboxylate). Solvent: CN(C=O)C (N,N-dimethylformamide). Conditions: time 18 hour. Yields the product BrC1=CC=C(CN2C=C(C(C=3C(CCCC23)=O)=O)C(=O)OCC)C=C1 (ethyl 1-(4-bromobenzyl)-4,5-dioxo-1,4,5,6,7,8-hexahydroquinoline-3-carboxylate). RXN SMILES: [O:1]=[C:2]1[C:11]2[C:10](=[O:12])[CH2:9][CH2:8][CH2:7][C:6]=2[NH:5][CH:4]=[C:3]1[C:13]([O:15][CH2:16][CH3:17])=[O:14].[Br:18][C:19]1[CH:26]=[CH:25][C:22]([CH2:23]Br)=[CH:21][CH:20]=1.C(=O)([O-])[O-].[K+].[K+]>CN(C)C=O>[Br:18][C:19]1[CH:26]=[CH:25][C:22]([CH2:23][N:5]2[C:6]3[CH2:7][CH2:8][CH2:9][C:10](=[O:12])[C:11]=3[C:2](=[O:1])[C:3]([C:13]([O:15][CH2:16][CH3:17])=[O:14])=[CH:4]2)=[CH:21][CH:20]=1 |f:2.3.4|. Reported procedure: Ethyl 4,5-dioxo-1,4,5,6,7,8-hexahydroquinoline-3-carboxylate (1.56 g, 6.63 mmol) was dissolved in 20 mL of degassed N,N-dimethylformamide and treated with 4-bromobenzylbromide (1.99 g, 7.96 mmol) and potassium carbonate (1.10 g, 7.96 mmol). The mixture was stirred at ambient temperature for 18 hrs, and then partitioned between water and ethyl acetate. The aqueous layer was extracted twice with ethyl acetate and the combined ethyl acetate extracts were washed with water and brine, dried over sodi... The reactants are C(=C)S(=O)(=O)N1CCC(CC1)C1=CNC2=C(C=C(C=C12)C1=CC=CC=C1)C(=O)N (3-[1-(ethenylsulfonyl)-4-piperidinyl]-5-phenyl-1H-indole-7-carboxamide), [OH-].[Na+] (NaOH). The solvent is CS(=O)C (DMSO). Conditions: temperature 80 celsius. Product: OCCS(=O)(=O)N1CCC(CC1)C1=CNC2=C(C=C(C=C12)C1=CC=CC=C1)C(=O)N (3-{1-[(2-hydroxyethyl)sulfonyl]-4-piperidinyl}-5-phenyl-1H-indole-7-carboxamide). Yield: 59.0%. RXN SMILES: [CH:1]([S:3]([N:6]1[CH2:11][CH2:10][CH:9]([C:12]2[C:20]3[C:15](=[C:16]([C:27]([NH2:29])=[O:28])[CH:17]=[C:18]([C:21]4[CH:26]=[CH:25][CH:24]=[CH:23][CH:22]=4)[CH:19]=3)[NH:14][CH:13]=2)[CH2:8][CH2:7]1)(=[O:5])=[O:4])=[CH2:2].[OH-:30].[Na+]>CS(C)=O>[OH:30][CH2:2][CH2:1][S:3]([N:6]1[CH2:7][CH2:8][CH:9]([C:12]2[C:20]3[C:15](=[C:16]([C:27]([NH2:29])=[O:28])[CH:17]=[C:18]([C:21]4[CH:26]=[CH:25][CH:24]=[CH:23][CH:22]=4)[CH:19]=3)[NH:14][CH:13]=2)[CH2:10][CH2:11]1)(=[O:5])=[O:4] |f:1.2|. Procedure details: The mixture of 3-[1-(ethenylsulfonyl)-4-piperidinyl]-5-phenyl-1H-indole-7-carboxamide (26 mg, 0.063 mmol) and aqueous 6M NaOH (0.2 mL) in DMSO was heated to 80° C. overnight. After which time the reaction mixture was filtered and purified by reverse phase HPLC (water/CH3CN, 0.1% TFA 3-70%) to give the title compound (16 mg, 59%). Product: CC(=CSc1ccccc1)C(=O)Nc1ccccc1. As a reaction SMILES: [CH3:1][C:2]([C:3](=[O:4])[OH:5])=[CH:6][S:7][c:8]1[cH:9][cH:10][cH:11][cH:12][cH:13]1.[CH3:25][c:26]1[cH:27][cH:28][cH:29][cH:30][cH:31]1.[NH2:18][c:19]1[cH:20][cH:21][cH:22][cH:23][cH:24]1.[S:14]([Cl:15])([Cl:16])=[O:17]>>[CH3:1][C:2]([C:3](=[O:5])[NH:18][c:19]1[cH:20][cH:21][cH:22][cH:23][cH:24]1)=[CH:6][S:7][c:8]1[cH:9][cH:10][cH:11][cH:12][cH:13]1. The reactants are CC(=CSc1ccccc1)C(=O)O, Cc1ccccc1, Nc1ccccc1, O=S(Cl)Cl. Reactants: C(C)(C)(C)C1=CC=C(C(=O)N[C@H]2CN(CCC2)C(=O)OC(C)(C)C)C=C1 ((R)-tert-butyl 3-(4-tert-butylbenzamido)piperidine-1-carboxylate), [H-].[Na+] (NaH), IC (iodomethane). Solvent: CCOC(=O)C (EtOAc), CN(C)C=O (DMF). Conditions: time 10 minute. Yields the product C(C)(C)(C)C1=CC=C(C(=O)N(C)[C@H]2CN(CCC2)C(=O)OC(C)(C)C)C=C1 ((R)-tert-butyl 3-(4-tert-butyl-N-methylbenzamido)piperidine-1-carboxylate). As a reaction SMILES: [C:1]([C:5]1[CH:26]=[CH:25][C:8]([C:9]([NH:11][C@@H:12]2[CH2:17][CH2:16][CH2:15][N:14]([C:18]([O:20][C:21]([CH3:24])([CH3:23])[CH3:22])=[O:19])[CH2:13]2)=[O:10])=[CH:7][CH:6]=1)([CH3:4])([CH3:3])[CH3:2].[H-].[Na+].I[CH3:30]>CN(C=O)C.CCOC(C)=O>[C:1]([C:5]1[CH:26]=[CH:25][C:8]([C:9]([N:11]([C@@H:12]2[CH2:17][CH2:16][CH2:15][N:14]([C:18]([O:20][C:21]([CH3:24])([CH3:23])[CH3:22])=[O:19])[CH2:13]2)[CH3:30])=[O:10])=[CH:7][CH:6]=1)([CH3:4])([CH3:2])[CH3:3] |f:1.2|. Procedure details: To a solution of (R)-tert-butyl 3-aminopiperidine-1-carboxylate (8) (6.27 g, 33.5 mmol) in DCM (100 mL) was added DIEA (8.75 mL, 50.3 mmol) and then 4-tert-butylbenzoyl chloride (8.0 mL, 43.6 mmol) in drop-wise manner. The mixture was stirred for 3 h at RT, diluted with DCM, washed with 1N NaOH, dried, and concentrated. The residue was subjected to flash column chromatography with 0 to 10% EtOAc in DCM to give (R)-tert-butyl 3-(4-tert-butylbenzamido)piperidine-1-carboxylate (11.0 g, 91%). To a s... Reported procedure: Diisopropylethylamine (0.28 ml, 1.64 mmol), EDC (0.088 g, 0.46 mmol) and HOAT (0.063 g, 0.46 mmol) were added to a stirred solution of 4-bromo-5-ethyl-1H-pyrrole-2-carboxylic acid (Intermediate 10, 0.1 g, 0.46 mmol) in DMF (1.5 ml) at room temperature. The resultant solution was stirred for 30 mins and a solution of 2-(4-aminopiperidin-1-yl)-6-chloroisonicotinamide hydrochloride (Intermediate 70, 0.14 g, 0.55 mmol) in 3 ml of DMF was added. The reaction was stirred overnight, then concentrated u... RXN SMILES: C(N(C(C)C)CC)(C)C.C(Cl)CCl.C1C=NC2N(O)N=NC=2C=1.[Br:24][C:25]1[CH:26]=[C:27]([C:32]([OH:34])=O)[NH:28][C:29]=1[CH2:30][CH3:31].Cl.[NH2:36][CH:37]1[CH2:42][CH2:41][N:40]([C:43]2[CH:44]=[C:45]([CH:49]=[C:50]([Cl:52])[N:51]=2)[C:46]([NH2:48])=[O:47])[CH2:39][CH2:38]1>CN(C=O)C>[Br:24][C:25]1[CH:26]=[C:27]([C:32]([NH:36][CH:37]2[CH2:38][CH2:39][N:40]([C:43]3[CH:44]=[C:45]([CH:49]=[C:50]([Cl:52])[N:51]=3)[C:46]([NH2:48])=[O:47])[CH2:41][CH2:42]2)=[O:34])[NH:28][C:29]=1[CH2:30][CH3:31] |f:4.5|. The reactants are resultant solution, Cl.NC1CCN(CC1)C=1C=C(C(=O)N)C=C(N1)Cl (2-(4-aminopiperidin-1-yl)-6-chloroisonicotinamide hydrochloride), Cl.NC1CCN(CC1)C=1C=C(C(=O)N)C=C(N1)Cl (2-(4-aminopiperidin-1-yl)-6-chloroisonicotinamide hydrochloride), C(C)(C)N(CC)C(C)C (Diisopropylethylamine), C(CCl)Cl (EDC), C1=CC2=C(N=C1)N(N=N2)O (HOAT), BrC=1C=C(NC1CC)C(=O)O (4-bromo-5-ethyl-1H-pyrrole-2-carboxylic acid), BrC=1C=C(NC1CC)C(=O)O (4-bromo-5-ethyl-1H-pyrrole-2-carboxylic acid). The product is BrC=1C=C(NC1CC)C(=O)NC1CCN(CC1)C=1C=C(C(=O)N)C=C(N1)Cl (2-(4-{[(4-Bromo-5-ethyl-1H-pyrrol-2-yl)carbonyl]amino}piperidin-1-yl)-6-chloroisonicotinamide). Run at time 8 hour. Run in CN(C)C=O (DMF), CN(C)C=O (DMF). Reactants: CO (methanol), CO (methanol), CN (methylamine), CC1=C(C=O)C=CC(=C1)OC1CN(C1)C(=O)C=1OC(=NN1)C1=CC=CC=C1 (2-Methyl-4-(1-(5-phenyl-1,3,4-oxadiazole-2-carbonyl)azetidin-3-yloxy)benzaldehyde), [BH4-].[Na+] (Sodium borohydride). Reagents/catalysts: CC([O-])C.[Ti+4].CC([O-])C.CC([O-])C.CC([O-])C (Titanium(IV) isopropoxide). Solvent: C(Cl)Cl (DCM), O (Water). Run at time 60 minute. Product: CC=1C=C(OC2CN(C2)C(=O)C=2OC(=NN2)C2=CC=CC=C2)C=CC1CNC ((3-(3-Methyl-4-((methylamino)methyl)phenoxy)azetidin-1-yl)(5-phenyl-1,3,4-oxadiazol-2-yl)methanone). Yield: 43.5%. Reaction SMILES: CO.[CH3:3][NH2:4].[CH3:5][C:6]1[CH:13]=[C:12]([O:14][CH:15]2[CH2:18][N:17]([C:19]([C:21]3[O:22][C:23]([C:26]4[CH:31]=[CH:30][CH:29]=[CH:28][CH:27]=4)=[N:24][N:25]=3)=[O:20])[CH2:16]2)[CH:11]=[CH:10][C:7]=1[CH:8]=O.[BH4-].[Na+]>CC(C)[O-].[Ti+4].CC(C)[O-].CC(C)[O-].CC(C)[O-].O.C(Cl)Cl>[CH3:5][C:6]1[CH:13]=[C:12]([CH:11]=[CH:10][C:7]=1[CH2:8][NH:4][CH3:3])[O:14][CH:15]1[CH2:18][N:17]([C:19]([C:21]2[O:22][C:23]([C:26]3[CH:31]=[CH:30][CH:29]=[CH:28][CH:27]=3)=[N:24][N:25]=2)=[O:20])[CH2:16]1 |f:3.4,5.6.7.8.9|. Procedure details: Titanium(IV) isopropoxide (0.20 mL, 0.68 mmol) was added to a methanol solution of methylamine (0.75 mL 2M, 1.50 mmol). The resulting solution was added to 53C (162 mg, 0.45 mmol) and then methanol (1 mL) was added. After 60 min, DCM (5 mL) was added and the solution was stirred for 2 h. Sodium borohydride (21 mg, 0.56 mmol) was added and the mixture was stirred for 60 min. Water was added and the mixture was filtered through Celite and the solid was washed extensively with DCM. The filtrate was... Starting materials: Cc1nc(-c2ccc(CC(C)(C)NC(=O)C(F)(F)F)cc2)cs1, CO, [Na+], C1CCOC1, [OH-]. Product: Cc1nc(-c2ccc(CC(C)(C)N)cc2)cs1. As a reaction SMILES: [CH3:1][C:2]([CH2:3][c:4]1[cH:5][cH:6][c:7](-[c:10]2[n:11][c:12]([CH3:15])[s:13][cH:14]2)[cH:8][cH:9]1)([CH3:16])[NH:17][C:18](=[O:19])[C:20]([F:21])([F:22])[F:23].[CH3:31][OH:32].[Na+:25].[O:26]1[CH2:27][CH2:28][CH2:29][CH2:30]1.[OH-:24]>>[CH3:1][C:2]([CH2:3][c:4]1[cH:5][cH:6][c:7](-[c:10]2[n:11][c:12]([CH3:15])[s:13][cH:14]2)[cH:8][cH:9]1)([CH3:16])[NH2:17].